Task: describe an organic reaction: reactants, conditions, products, and yield. Dataset: the Open Reaction Database (ORD), a public repository of structured organic reaction records Starting materials: O=C1CCC(=O)N1Br, N#Cc1ncn(Cc2ccccc2)c1N, C1CCOC1. The product is N#Cc1nc(Br)n(Cc2ccccc2)c1N. As a reaction SMILES: [Br:1][N:2]1[C:3](=[O:4])[CH2:5][CH2:6][C:7]1=[O:8].[NH2:9][c:10]1[c:11]([C:22]#[N:23])[n:12][cH:13][n:14]1[CH2:15][c:16]1[cH:17][cH:18][cH:19][cH:20][cH:21]1.[O:24]1[CH2:25][CH2:26][CH2:27][CH2:28]1>>[Br:1][c:13]1[n:12][c:11]([C:22]#[N:23])[c:10]([NH2:9])[n:14]1[CH2:15][c:16]1[cH:17][cH:18][cH:19][cH:20][cH:21]1. Yields the product C(#N)C=1C(NC(N(C1)C1=CC=C(C=C1)F)=O)=O (5-cyano-1-(4-fluorophenyl)uracil). The reactants are FC1=CC=C(N)C=C1 (4-fluoroaniline), C(#N)C(C(=O)NC(=O)OCC)=COCC (α-cyano-β-ethoxy-N-ethoxycarbonylacrylamide). Procedure details: Following the method of Example 2, 4-fluoroaniline (0.05 mol) is reacted with α-cyano-β-ethoxy-N-ethoxycarbonylacrylamide (0.05 mol) and heated at reflux in tetralin to yield 5-cyano-1-(4-fluorophenyl)uracil, which is then reacted with trichloromethanesulfenyl chloride, in NaOH and dichloromethane, to yield the final product, 5-cyano-1-(4-fluorophenyl)-3-trichloromethanesulfenyluracil, m.p. 163°-165.5°. Reaction SMILES: [F:1][C:2]1[CH:8]=[CH:7][C:5]([NH2:6])=[CH:4][CH:3]=1.[C:9]([C:11](=[CH:20]OCC)[C:12]([NH:14][C:15](OCC)=[O:16])=[O:13])#[N:10]>C1C2C(=CC=CC=2)CCC1>[C:9]([C:11]1[C:12](=[O:13])[NH:14][C:15](=[O:16])[N:6]([C:5]2[CH:7]=[CH:8][C:2]([F:1])=[CH:3][CH:4]=2)[CH:20]=1)#[N:10]. The solvent is C1CCCC2=CC=CC=C12 (tetralin).